Dataset: the Open Reaction Database (ORD), a public repository of structured organic reaction records. Task: describe an organic reaction: reactants, conditions, products, and yield Starting materials: CS(=O)(=O)O (methanesulphonic acid), O (water), NC1=C(C(=CC(=C1)Cl)CCC1=NC=CC=C1)O (2-amino-4-chloro-6-[2-(pyridin-2-yl)ethyl]phenol), S1C=C(C=C1)Cl (3-thienyl chloride). The solvent is C1(=CC=CC=C1)C (toluene), O1CCOCC1 (1,4-dioxan). Yields the product ClC=1C=C(C2=C(N=C(O2)C2=CSC=C2)C1)CCC1=NC=CC=C1 (5-chloro-7-[2-(pyridin-2-yl)ethyl]-2-(thien-3-yl)-benzoxazole). The yield is 30.0%. RXN SMILES: [NH2:1][C:2]1[CH:7]=[C:6]([Cl:8])[CH:5]=[C:4]([CH2:9][CH2:10][C:11]2[CH:16]=[CH:15][CH:14]=[CH:13][N:12]=2)[C:3]=1[OH:17].[S:18]1[CH:22]=[CH:21][C:20](Cl)=[CH:19]1.[CH3:24]S(O)(=O)=O.O>O1CCOCC1.C1(C)C=CC=CC=1>[Cl:8][C:6]1[CH:5]=[C:4]([CH2:9][CH2:10][C:11]2[CH:16]=[CH:15][CH:14]=[CH:13][N:12]=2)[C:3]2[O:17][C:24]([C:20]3[CH:21]=[CH:22][S:18][CH:19]=3)=[N:1][C:2]=2[CH:7]=1. Procedure: This compound is prepared from 2-amino-4-chloro-6-[2-(pyridin-2-yl)ethyl]phenol, and 3-thienyl chloride using method A with 1,4-dioxan as solvent to give the crude amide in a 100% yield. This is treated with methanesulphonic acid in toluene at reflux, with azeotropic removal of water. Purification by flash chromatography (SiO2, EtOAc:hexanes 1:1), gave the title compound, (30%) as a white crystalline solid, m.p. 126-127° C. TLC (SiO2, EtOAc:hexanes 1:1, Rf=0.46). CI Mass Spectrum (methane), m/z=... Starting materials: C(C1=CC=CC=C1)N1C(=C(C2=CC=C(C=C12)O)C(=O)NCC1=CC(=C(C=C1)F)F)C(C)C (1-benzyl-N-(3,4-difluorobenzyl)-6-hydroxy-2-isopropyl-1H-indole-3-carboxamide), C(C1=CC=CC=C1)N1C(=C(C2=CC=C(C=C12)O)C(=O)NCC1=CC(=C(C=C1)F)F)C(C)C (1-benzyl-N-(3,4-difluorobenzyl)-6-hydroxy-2-isopropyl-1H-indole-3-carboxamide), C(C(C)C)(=O)Cl (isobutyryl chloride). The solvent is N1=CC=CC=C1 (pyridine). Yields the product C(C(C)C)(=O)OC1=CC=C2C(=C(N(C2=C1)CC1=CC=CC=C1)C(C)C)C(NCC1=CC(=C(C=C1)F)F)=O (1-Benzyl-3-(3,4-difluorobenzylcarbamoyl)-2-isopropyl-1H-indol-6-yl Isobutyrate). The yield is 7.6%. As a reaction SMILES: [CH2:1]([N:8]1[C:16]2[C:11](=[CH:12][CH:13]=[C:14]([OH:17])[CH:15]=2)[C:10]([C:18]([NH:20][CH2:21][C:22]2[CH:27]=[CH:26][C:25]([F:28])=[C:24]([F:29])[CH:23]=2)=[O:19])=[C:9]1[CH:30]([CH3:32])[CH3:31])[C:2]1[CH:7]=[CH:6][CH:5]=[CH:4][CH:3]=1.[C:33](Cl)(=[O:37])[CH:34]([CH3:36])[CH3:35]>N1C=CC=CC=1>[C:33]([O:17][C:14]1[CH:15]=[C:16]2[C:11]([C:10]([C:18](=[O:19])[NH:20][CH2:21][C:22]3[CH:27]=[CH:26][C:25]([F:28])=[C:24]([F:29])[CH:23]=3)=[C:9]([CH:30]([CH3:32])[CH3:31])[N:8]2[CH2:1][C:2]2[CH:7]=[CH:6][CH:5]=[CH:4][CH:3]=2)=[CH:12][CH:13]=1)(=[O:37])[CH:34]([CH3:36])[CH3:35]. Reported procedure: Following General Procedure B, 1-benzyl-N-(3,4-difluorobenzyl)-6-hydroxy-2-isopropyl-1H-indole-3-carboxamide (Compound 8, 9 mg, 0.021 mol) in pyridine (1 ml) was reacted with isobutyryl chloride (4.1 μl, 0.21 mmol) to yield the title compound (8 mg, 80%). Starting materials: CC(C)OC(=O)CCCC=CCC1C(O)CC(F)C1C=CC(O[Si](C)(C)C(C)(C)C)C1Cc2ccccc2C1, CO, [Cl-], [NH4+], [Na+], [OH-]. The product is CC(C)OC(=O)CCCC=CCC1C(=O)CC(F)C1C=CC(O[Si](C)(C)C(C)(C)C)C1Cc2ccccc2C1. As a reaction SMILES: [C:1]([CH3:2])([CH3:3])([CH3:4])[Si:5]([O:6][CH:7]([CH:8]=[CH:9][CH:10]1[CH:11]([CH2:17][CH:18]=[CH:19][CH2:20][CH2:21][CH2:22][C:23](=[O:24])[O:25][CH:26]([CH3:27])[CH3:28])[CH:12]([OH:16])[CH2:13][CH:14]1[F:15])[CH:29]1[CH2:30][c:31]2[cH:32][cH:33][cH:34][cH:35][c:36]2[CH2:37]1)([CH3:38])[CH3:39].[CH3:44][OH:45].[Cl-:42].[NH4+:43].[Na+:41].[OH-:40]>>[C:1]([CH3:2])([CH3:3])([CH3:4])[Si:5]([O:6][CH:7]([CH:8]=[CH:9][CH:10]1[CH:11]([CH2:17][CH:18]=[CH:19][CH2:20][CH2:21][CH2:22][C:23](=[O:24])[O:25][CH:26]([CH3:27])[CH3:28])[C:12](=[O:16])[CH2:13][CH:14]1[F:15])[CH:29]1[CH2:30][c:31]2[cH:32][cH:33][cH:34][cH:35][c:36]2[CH2:37]1)([CH3:38])[CH3:39]. The reactants are O1C(OCC1)C=1C=C(C=CC1)CCCCC1(C2=CC(=CC=C2C=2C=CC(=CC12)N(C1=CC=CC=C1)C1=CC=CC2=CC=CC=C12)N(C1=CC=CC=C1)C1=CC=CC2=CC=CC=C12)CCCCC1=CC(=CC=C1)C1OCCO1 (9,9-bis(4-(3-(1,3-dioxolan-2-yl)phenyl)butyl)-N2,N7-di(naphthalen-1-yl)-N2,N7-diphenyl-9H-fluorene-2,7-diamine), Cl (Hydrochloric acid). Run in CC(=O)C (acetone). Conditions: time 30 minute. Product: C1(=CC=CC2=CC=CC=C12)N(C1=CC=2C(C3=CC(=CC=C3C2C=C1)N(C1=CC=CC=C1)C1=CC=CC2=CC=CC=C12)(CCCCC=1C=C(C=O)C=CC1)CCCCC=1C=C(C=O)C=CC1)C1=CC=CC=C1 (3,3′-((2,7-bis(naphthalen-1-yl(phenyl)amino)-9H-fluorene-9,9-diyl)bis(butane-4,1-diyl))dibenzaldehyde). As a reaction SMILES: [O:1]1CCO[CH:2]1[C:6]1[CH:7]=[C:8]([CH2:12][CH2:13][CH2:14][CH2:15][C:16]2([CH2:63][CH2:64][CH2:65][CH2:66][C:67]3[CH:72]=[CH:71][CH:70]=[C:69]([CH:73]4OCC[O:74]4)[CH:68]=3)[C:28]3[CH:27]=[C:26]([N:29]([C:36]4[C:45]5[C:40](=[CH:41][CH:42]=[CH:43][CH:44]=5)[CH:39]=[CH:38][CH:37]=4)[C:30]4[CH:35]=[CH:34][CH:33]=[CH:32][CH:31]=4)[CH:25]=[CH:24][C:23]=3[C:22]3[C:17]2=[CH:18][C:19]([N:46]([C:53]2[C:62]4[C:57](=[CH:58][CH:59]=[CH:60][CH:61]=4)[CH:56]=[CH:55][CH:54]=2)[C:47]2[CH:52]=[CH:51][CH:50]=[CH:49][CH:48]=2)=[CH:20][CH:21]=3)[CH:9]=[CH:10][CH:11]=1.Cl>CC(C)=O>[C:36]1([N:29]([C:30]2[CH:35]=[CH:34][CH:33]=[CH:32][CH:31]=2)[C:26]2[CH:25]=[CH:24][C:23]3[C:22]4[C:17](=[CH:18][C:19]([N:46]([C:53]5[C:62]6[C:57](=[CH:58][CH:59]=[CH:60][CH:61]=6)[CH:56]=[CH:55][CH:54]=5)[C:47]5[CH:52]=[CH:51][CH:50]=[CH:49][CH:48]=5)=[CH:20][CH:21]=4)[C:16]([CH2:63][CH2:64][CH2:65][CH2:66][C:67]4[CH:68]=[C:69]([CH:70]=[CH:71][CH:72]=4)[CH:73]=[O:74])([CH2:15][CH2:14][CH2:13][CH2:12][C:8]4[CH:7]=[C:6]([CH:11]=[CH:10][CH:9]=4)[CH:2]=[O:1])[C:28]=3[CH:27]=2)[C:45]2[C:40](=[CH:41][CH:42]=[CH:43][CH:44]=2)[CH:39]=[CH:38][CH:37]=1. Procedure: To 1-liter three-neck round bottom flask equipped with a magnetic stir bar and an addition funnel was transferred a solution of 9,9-bis(4-(3-(1,3-dioxolan-2-yl)phenyl)butyl)-N2,N7-di(naphthalen-1-yl)-N2,N7-diphenyl-9H-fluorene-2,7-diamine (12.3 g) in acetone (500 mL). Hydrochloric acid solution (61.0 mL, 2.0M) was transferred to the addition funnel atop the reaction flask by syringe. The acid solution was added to the reaction dropwise with vigorous stirring. The reaction was allowed to stir for... Product: COc1cc(N2CCN(C(=O)Cn3nc(C#CCO)c(Cl)c3C)CC2)ccc1Cl. RXN SMILES: [Br:1][c:2]1[n:3][n:4]([CH2:9][C:10](=[O:11])[N:12]2[CH2:13][CH2:14][N:15]([c:18]3[cH:19][c:20]([O:25][CH3:26])[c:21]([Cl:24])[cH:22][cH:23]3)[CH2:16][CH2:17]2)[c:5]([CH3:8])[c:6]1[Cl:7].[CH2:27]([C:28]#[CH:29])[OH:30]>>[c:2]1([C:29]#[C:28][CH2:27][OH:30])[n:3][n:4]([CH2:9][C:10](=[O:11])[N:12]2[CH2:13][CH2:14][N:15]([c:18]3[cH:19][c:20]([O:25][CH3:26])[c:21]([Cl:24])[cH:22][cH:23]3)[CH2:16][CH2:17]2)[c:5]([CH3:8])[c:6]1[Cl:7]. Reactants: COc1cc(N2CCN(C(=O)Cn3nc(Br)c(Cl)c3C)CC2)ccc1Cl, C#CCO. The reactants are O=C1CCC=2NC(=CC21)C(=O)OC (methyl 4-oxo-1,4,5,6-tetrahydrocyclopenta[b]pyrrole-2-carboxylate), CC=1C=C(C[Mg]Cl)C=CC1C (3,4-dimethyl-benzylmagnesium chloride), COC=1C=C(\C=C\2/CCC=3NC(=CC32)C(=O)OC)C=CC1OC ((E)-methyl 4-(3,4-dimethoxybenzylidene)-1,4,5,6-tetrahydrocyclopenta[b]pyrrole-2-carboxylate). The reagents and catalysts are [Pd] (Pd/C). Product: CC=1C=C(CC2CCC=3NC(=CC32)C(=O)OC)C=CC1C (methyl 4-(3,4-dimethylbenzyl)-1,4,5,6-tetrahydrocyclopenta[b]pyrrole-2-carboxylate). As a reaction SMILES: O=[C:2]1[C:9]2[CH:8]=[C:7]([C:10]([O:12][CH3:13])=[O:11])[NH:6][C:5]=2[CH2:4][CH2:3]1.[CH3:14][C:15]1[CH:16]=[C:17]([CH:21]=[CH:22][C:23]=1[CH3:24])[CH2:18][Mg]Cl.COC1C=C(C=CC=1OC)/C=C1\CCC2NC(C(OC)=O)=CC\1=2>[Pd]>[CH3:14][C:15]1[CH:16]=[C:17]([CH:21]=[CH:22][C:23]=1[CH3:24])[CH2:18][CH:2]1[C:9]2[CH:8]=[C:7]([C:10]([O:12][CH3:13])=[O:11])[NH:6][C:5]=2[CH2:4][CH2:3]1. Reported procedure: The title compound was synthesized in two steps. First, methyl 4-oxo-1,4,5,6-tetrahydrocyclopenta[b]pyrrole-2-carboxylate (0.50 g, 2.8 mmol) was reacted with 3,4-dimethyl-benzylmagnesium chloride (0.25 M in THF, 28.0 mL, 7.0 mmol) according to General Procedure 3. The resulting exo-olefin ((E)-methyl 4-(3,4-dimethylbenzylidene)-1,4,5,6-tetrahydrocyclopenta[b]pyrrole-2-carboxylate) was then converted to the title compound by hydrogenation according to General Procedure 6 (with 5% Pd/C). The crude... Starting materials: ClC1=CC(=C(C=C1)I)F (4-chloro-2-fluoro-1-iodo-benzene), BrC1=C(C=CC=C1)S (2-bromo-benzenethiol). Yields the product BrC1=C(C=CC=C1)SC1=C(C=C(C=C1)Cl)F (1-Bromo-2-(4-chloro-2-fluoro-phenylsulfanyl)-benzene). As a reaction SMILES: [Cl:1][C:2]1[CH:7]=[CH:6][C:5](I)=[C:4]([F:9])[CH:3]=1.[Br:10][C:11]1[CH:16]=[CH:15][CH:14]=[CH:13][C:12]=1[SH:17]>>[Br:10][C:11]1[CH:16]=[CH:15][CH:14]=[CH:13][C:12]=1[S:17][C:5]1[CH:6]=[CH:7][C:2]([Cl:1])=[CH:3][C:4]=1[F:9]. Procedure details: Prepared from 4-chloro-2-fluoro-1-iodo-benzene and 2-bromo-benzenethiol. Starting materials: Cc1nc2cc(O)c(C3(O)C(=O)Nc4ccccc43)cc2s1, Cc1nc2cc(O)c(C3(O)C(=O)N(C(c4ccccc4)c4ccccc4)c4ccccc43)cc2o1. Yields the product Cc1nc2cc(O)c(C3C(=O)N(C(c4ccccc4)c4ccccc4)c4ccccc43)cc2o1. Reaction SMILES: [OH:36][C:37]1([c:38]2[c:39]([OH:40])[cH:41][c:42]3[n:43][c:44]([CH3:45])[s:46][c:47]3[cH:48]2)[c:49]2[c:50]([cH:51][cH:52][cH:53][cH:54]2)[NH:55][C:56]1=[O:57].[c:1]1([CH:7]([N:8]2[C:9](=[O:29])[C:10]([c:17]3[cH:18][c:19]4[c:20]([n:21][c:22]([CH3:24])[o:23]4)[cH:25][c:26]3[OH:27])([OH:28])[c:11]3[cH:12][cH:13][cH:14][cH:15][c:16]32)[c:30]2[cH:31][cH:32][cH:33][cH:34][cH:35]2)[cH:2][cH:3][cH:4][cH:5][cH:6]1>>[c:1]1([CH:7]([N:8]2[C:9](=[O:29])[CH:10]([c:17]3[cH:18][c:19]4[c:20]([n:21][c:22]([CH3:24])[o:23]4)[cH:25][c:26]3[OH:27])[c:11]3[cH:12][cH:13][cH:14][cH:15][c:16]32)[c:30]2[cH:31][cH:32][cH:33][cH:34][cH:35]2)[cH:2][cH:3][cH:4][cH:5][cH:6]1.